From a dataset of the Open Reaction Database (ORD), a public repository of structured organic reaction records. describe an organic reaction: reactants, conditions, products, and yield Starting materials: Example 3 ( 2 ), FC1=CC(=C(C=C1)C1=CC(=C(O1)C)C=O)C (5-(4-fluoro-2-methylphenyl)-2-methyl-3-furaldehyde), C1(CCCCC1)[Mg]Br.O1CCCC1 (cyclohexylmagnesium bromide tetrahydrofuran). The product is C1(CCCCC1)C(O)C1=C(OC(=C1)C1=C(C=C(C=C1)F)C)C (cyclohexyl[5-(4-fluoro-2-methylphenyl)-2-methyl-3-furyl]methanol). The yield is 72.0%. As a reaction SMILES: [F:1][C:2]1[CH:7]=[CH:6][C:5]([C:8]2[O:12][C:11]([CH3:13])=[C:10]([CH:14]=[O:15])[CH:9]=2)=[C:4]([CH3:16])[CH:3]=1.[CH:17]1([Mg]Br)[CH2:22][CH2:21][CH2:20][CH2:19][CH2:18]1.O1CCCC1>>[CH:17]1([CH:14]([C:10]2[CH:9]=[C:8]([C:5]3[CH:6]=[CH:7][C:2]([F:1])=[CH:3][C:4]=3[CH3:16])[O:12][C:11]=2[CH3:13])[OH:15])[CH2:22][CH2:21][CH2:20][CH2:19][CH2:18]1 |f:1.2|. Reported procedure: An operation similar to that in Example 3 (2) was performed using 5-(4-fluoro-2-methylphenyl)-2-methyl-3-furaldehyde (2.6 g) and 1N cyclohexylmagnesium bromide-tetrahydrofuran solution (18 mL) to give the title compound (2.6 g, 72%) as an oil.